Dataset: the Open Reaction Database (ORD), a public repository of structured organic reaction records. Task: describe an organic reaction: reactants, conditions, products, and yield Reactants: COC(C(CSC1=CC=CC=C1)N=[N+]=[N-])=O (2-azido-3-phenylmercapto-propionic acid methylester), S (hydrogen sulfide). The solvent is N1=CC=CC=C1 (pyridine), 50. The product is COC([C@@H](N)CSC1=CC=CC=C1)=O (S-phenyl cysteine methyl ester). Yield: 90.0%. Reaction SMILES: [CH3:1][O:2][C:3](=[O:16])[CH:4]([N:13]=[N+]=[N-])[CH2:5][S:6][C:7]1[CH:12]=[CH:11][CH:10]=[CH:9][CH:8]=1.S>N1C=CC=CC=1>[CH3:1][O:2][C:3](=[O:16])[C@H:4]([CH2:5][S:6][C:7]1[CH:12]=[CH:11][CH:10]=[CH:9][CH:8]=1)[NH2:13]. Reported procedure: There was led into 6.3 grams (26.6 mmoles) of the 2-azido-3-phenylmercapto-propionic acid methylester produced according to Example 2 in 80 ml of a 50 volume percent aqueous pyridine solution under stirring at 25° C. a weak stream of hydrogen sulfide. After this time the development of gas was ended. The reaction mixture was freed from the pyridine portion on a rotary evaporator under reduced pressure and the aqueous solution remaining behind extracted 3 times, each time with 40 ml of diethyl et... The reactants are D1 /D2, O (water), CC1([C@H]([C@H]1CC(Cl)(Cl)Cl)C(=O)Cl)C (cis-2,2-dimethyl-3-(2,2,2-trichloroethyl)cyclopropanecarbonyl chloride), C(#N)C(C1=CC(=CC=C1)OC1=CC=CC=C1)O (α-cyano-3-phenoxybenzyl alcohol), N1=CC=CC=C1 (pyridine). Solvent: C1=CC=CC=C1 (benzene). Conditions: time 8 hour. The product is CC1([C@H]([C@H]1CC(Cl)(Cl)Cl)C(=O)OC(C1=CC(=CC=C1)OC1=CC=CC=C1)C#N)C (α-cyano-3-phenoxybenzyl cis-2,2-dimethyl-3-(2,2,2-trichloroethyl)cyclopropanecarboxylate). Yield: 70.8%. Reaction SMILES: [CH3:1][C:2]1([CH3:13])[C@H:4]([CH2:5][C:6]([Cl:9])([Cl:8])[Cl:7])[C@@H:3]1[C:10](Cl)=[O:11].[C:14]([CH:16]([OH:30])[C:17]1[CH:22]=[CH:21][CH:20]=[C:19]([O:23][C:24]2[CH:29]=[CH:28][CH:27]=[CH:26][CH:25]=2)[CH:18]=1)#[N:15].N1C=CC=CC=1.O>C1C=CC=CC=1>[CH3:1][C:2]1([CH3:13])[C@H:4]([CH2:5][C:6]([Cl:9])([Cl:8])[Cl:7])[C@@H:3]1[C:10]([O:30][CH:16]([C:14]#[N:15])[C:17]1[CH:22]=[CH:21][CH:20]=[C:19]([O:23][C:24]2[CH:25]=[CH:26][CH:27]=[CH:28][CH:29]=2)[CH:18]=1)=[O:11]. Procedure details: To a solution of 10.0 g of cis-2,2-dimethyl-3-(2,2,2-trichloroethyl)cyclopropanecarbonyl chloride in 80 ml of dry benzene, there were added first 8.5 g of α-cyano-3-phenoxybenzyl alcohol and then gradually 4.5 g of pyridine. The mixture was stirred at room temperature overnight. About 70 ml of water was added to the reaction mixture, the benzene layer was separated, washed with water and dried over anhydrous magnesium sulfate, and low-boiling fractions were distilled off under reduced pressure. ...